The task is: describe an organic reaction: reactants, conditions, products, and yield. This data is from the Open Reaction Database (ORD), a public repository of structured organic reaction records. Reactants: ClCCl, O=C(O)C(F)(F)F, CC(C)(C)OC(=O)Nc1ccc(F)cc1Nc1ncc([N+](=O)[O-])c(NC2CCC(=O)c3ccccc32)n1, C1COCO1. The product is Nc1ccc(F)cc1Nc1ncc([N+](=O)[O-])c(NC2CCC(=O)c3ccccc32)n1. RXN SMILES: [Cl:50][CH2:51][Cl:52].[F:43][C:44]([F:45])([F:46])[C:47]([OH:48])=[O:49].[F:6][c:7]1[cH:8][c:9]([NH:21][c:22]2[n:23][cH:24][c:25]([N+:40](=[O:41])[O-:42])[c:26]([NH:28][CH:29]3[CH2:30][CH2:31][C:32](=[O:39])[c:33]4[cH:34][cH:35][cH:36][cH:37][c:38]43)[n:27]2)[c:10]([NH:13][C:14](=[O:15])[O:16][C:17]([CH3:18])([CH3:19])[CH3:20])[cH:11][cH:12]1.[O:1]1[CH2:2][CH2:3][O:4][CH2:5]1>>[F:6][c:7]1[cH:8][c:9]([NH:21][c:22]2[n:23][cH:24][c:25]([N+:40](=[O:41])[O-:42])[c:26]([NH:28][CH:29]3[CH2:30][CH2:31][C:32](=[O:39])[c:33]4[cH:34][cH:35][cH:36][cH:37][c:38]43)[n:27]2)[c:10]([NH2:13])[cH:11][cH:12]1. Reaction conditions: time 50 minute. Starting materials: FCOC1=C(CN[C@@H]2[C@@H](N(CCC2)C(=O)OC(C)(C)C)C2=CC=CC=C2)C=C(C=C1)N1N=NN=C1C(F)(F)F ([2-fluoromethoxy-5-(5-trifluoromethyl-tetrazol-1-yl)-benzyl]-([2S,3S]-1-t-butoxy carbonyl-2-phenyl-piperidin-3-yl)-amine), FC(C(=O)O)(F)F (trifluoroacetic acid), C(Cl)Cl (methylene chloride), peptide, CC#N (MeCN), O (H2O), CC#N (MeCN), CC#N (MeCN). Yields the product Cl.Cl.FCOC1=C(CN[C@@H]2[C@@H](NCCC2)C2=CC=CC=C2)C=C(C=C1)N1N=NN=C1C(F)(F)F ([2-Fluoromethoxy-5-(5-trifluoromethyl-tetrazol-1-yl)-benzyl]-([2S,3S]-2-phenyl-piperidin-3-yl)-amine dihydrochloride). Procedure: A room temperature solution of [2-fluoromethoxy-5-(5-trifluoromethyl-tetrazol-1-yl)-benzyl]-([2S,3S]-1-t-butoxy carbonyl-2-phenyl-piperidin-3-yl)-amine (113 mg, 0.205 mmol) in methylene chloride (5 mL) was treated with trifluoroacetic acid (2.5 mL) and stirred at room temperature for 50 minutes. HPLC analysis (C18 Vydac protein and peptide column, 4.6×250 mm, 1 mL/min, linear gradient of 10% MeCN:H2O (0.1% TFA) to 95% MeCN over 15 minutes, hold at 95% MeCN for 10 minutes, 254 nm) shows the title... RXN SMILES: [F:1][CH2:2][O:3][C:4]1[CH:30]=[CH:29][C:28]([N:31]2[C:35]([C:36]([F:39])([F:38])[F:37])=[N:34][N:33]=[N:32]2)=[CH:27][C:5]=1[CH2:6][NH:7][C@H:8]1[CH2:13][CH2:12][CH2:11][N:10](C(OC(C)(C)C)=O)[C@H:9]1[C:21]1[CH:26]=[CH:25][CH:24]=[CH:23][CH:22]=1.FC(F)(F)C(O)=O.CC#N.O.C(Cl)[Cl:52]>>[ClH:52].[ClH:52].[F:1][CH2:2][O:3][C:4]1[CH:30]=[CH:29][C:28]([N:31]2[C:35]([C:36]([F:39])([F:38])[F:37])=[N:34][N:33]=[N:32]2)=[CH:27][C:5]=1[CH2:6][NH:7][C@H:8]1[CH2:13][CH2:12][CH2:11][NH:10][C@H:9]1[C:21]1[CH:22]=[CH:23][CH:24]=[CH:25][CH:26]=1 |f:5.6.7|. Reactants: CC1=C(C=NC=C1)C1=CC=C2C=C(N=CC2=C1)N (7-(4-methylpyridin-3-yl)isoquinolin-3-amine), C12COCC2C1C(=O)O (3-oxabicyclo[3.1.0]hexane-6-carboxylic acid). Product: CC1=C(C=NC=C1)C1=CC=C2C=C(N=CC2=C1)NC(=O)C1C2COCC12 (N-(7-(4-methylpyridin-3-yl)isoquinolin-3-yl)-3-oxabicyclo[3.1.0]hexane-6-carboxamide). RXN SMILES: [CH3:1][C:2]1[CH:7]=[CH:6][N:5]=[CH:4][C:3]=1[C:8]1[CH:17]=[C:16]2[C:11]([CH:12]=[C:13]([NH2:18])[N:14]=[CH:15]2)=[CH:10][CH:9]=1.[CH:19]12[CH:24]([C:25](O)=[O:26])[CH:23]1[CH2:22][O:21][CH2:20]2>>[CH3:1][C:2]1[CH:7]=[CH:6][N:5]=[CH:4][C:3]=1[C:8]1[CH:17]=[C:16]2[C:11]([CH:12]=[C:13]([NH:18][C:25]([CH:24]3[CH:23]4[CH:19]3[CH2:20][O:21][CH2:22]4)=[O:26])[N:14]=[CH:15]2)=[CH:10][CH:9]=1. Procedure details: The title compound was prepared following a procedure similar to example 98 using 7-(4-methylpyridin-3-yl)isoquinolin-3-amine and 3-oxabicyclo[3.1.0]hexane-6-carboxylic acid. Reactants: Cc1cc(Br)cc2nc(-c3ccc(N)cn3)oc12, Cc1ccccc1OCC(=O)O, [Cl-]. The product is Cc1ccccc1OCC(=O)Nc1ccc(-c2nc3cc(Br)cc(C)c3o2)nc1. Reaction SMILES: [Br:1][c:2]1[cH:3][c:4]([CH3:18])[c:5]2[c:6]([n:7][c:8](-[c:10]3[cH:11][cH:12][c:13]([NH2:16])[cH:14][n:15]3)[o:9]2)[cH:17]1.[CH3:20][c:21]1[c:22]([O:23][CH2:24][C:25](=[O:26])[OH:27])[cH:28][cH:29][cH:30][cH:31]1.[Cl-:19]>>[Br:1][c:2]1[cH:3][c:4]([CH3:18])[c:5]2[c:6]([n:7][c:8](-[c:10]3[cH:11][cH:12][c:13]([NH:16][C:25]([CH2:24][O:23][c:22]4[c:21]([CH3:20])[cH:31][cH:30][cH:29][cH:28]4)=[O:26])[cH:14][n:15]3)[o:9]2)[cH:17]1. Reactants: Cc1nnc(-c2ccc3occ(Br)c3c2)o1, COCCOC, CCOC(C)=O, [Na+], [Na+], O=C([O-])[O-], O, OB(O)c1ccc(F)cc1, c1ccc(P(c2ccccc2)(c2ccccc2)[Pd](P(c2ccccc2)(c2ccccc2)c2ccccc2)(P(c2ccccc2)(c2ccccc2)c2ccccc2)P(c2ccccc2)(c2ccccc2)c2ccccc2)cc1. Yields the product Cc1nnc(-c2ccc3occ(-c4ccc(F)cc4)c3c2)o1. RXN SMILES: [Br:1][c:2]1[cH:3][o:4][c:5]2[c:6]1[cH:7][c:8](-[c:11]1[o:12][c:13]([CH3:16])[n:14][n:15]1)[cH:9][cH:10]2.[CH3:33][O:34][CH2:35][CH2:36][O:37][CH3:38].[CH3:39][CH2:40][O:41][C:42](=[O:43])[CH3:44].[Na+:27].[Na+:28].[O-:29][C:30](=[O:31])[O-:32].[OH2:122].[OH:17][B:18]([OH:19])[c:20]1[cH:21][cH:22][c:23]([F:24])[cH:25][cH:26]1.[cH:45]1[cH:46][cH:47][c:48]([P:49]([Pd:50]([P:51]([c:52]2[cH:53][cH:54][cH:55][cH:56][cH:57]2)([c:58]2[cH:59][cH:60][cH:61][cH:62][cH:63]2)[c:64]2[cH:65][cH:66][cH:67][cH:68][cH:69]2)([P:70]([c:71]2[cH:72][cH:73][cH:74][cH:75][cH:76]2)([c:77]2[cH:78][cH:79][cH:80][cH:81][cH:82]2)[c:83]2[cH:84][cH:85][cH:86][cH:87][cH:88]2)[P:89]([c:90]2[cH:91][cH:92][cH:93][cH:94][cH:95]2)([c:96]2[cH:97][cH:98][cH:99][cH:100][cH:101]2)[c:102]2[cH:103][cH:104][cH:105][cH:106][cH:107]2)([c:108]2[cH:109][cH:110][cH:111][cH:112][cH:113]2)[c:114]2[cH:115][cH:116][cH:117][cH:118][cH:119]2)[cH:120][cH:121]1>>[c:2]1(-[c:20]2[cH:21][cH:22][c:23]([F:24])[cH:25][cH:26]2)[cH:3][o:4][c:5]2[c:6]1[cH:7][c:8](-[c:11]1[o:12][c:13]([CH3:16])[n:14][n:15]1)[cH:9][cH:10]2. Reactants: C(C)(=O)OCCOC=1C(=C(C=C(C1)OC)[C@H](C=1N=C(N(N1)C1=NC=CC=N1)OCOC(C(COC)(C)C)=O)NC1=CC=C(C=C1)C(=NC(=O)OCC(=C)C)N)F (3-methoxy-2,2-dimethylpropionic acid 5-[(R)-[3-(2-acetoxyethoxy)-2-fluoro-5-methoxyphenyl]-(4-{amino[2-methylallyloxycarbonylimino]methyl}phenylamino)methyl]-2-pyrimidin-2-yl-2H-[1,2,4]triazol-3-yloxymethyl ester), CS(=O)(=O)O (methanesulfonic acid). Run at time 8 hour. Product: CS(=O)(=O)O.C(C)(=O)OCCOC=1C(=C(C=C(C1)OC)[C@H](C=1N=C(N(N1)C1=NC=CC=N1)OCOC(C(COC)(C)C)=O)NC1=CC=C(C=C1)C(=NC(=O)OCC(=C)C)N)F (3-methoxy-2,2-dimethylpropionic acid 5-[(R)-[3-(2-acetoxyethoxy)-2-fluoro-5-methoxyphenyl]-(4-{amino[2-methylallyloxycarbonylimino]methyl}phenylamino)methyl]-2-pyrimidin-2-yl-2H-[1,2,4]-triazol-3-yloxymethyl ester methanesulfonate). Procedure details: At room temperature, 3-methoxy-2,2-dimethylpropionic acid 5-[(R)-[3-(2-acetoxyethoxy)-2-fluoro-5-methoxyphenyl]-(4-{amino[2-methylallyloxycarbonylimino]methyl}phenylamino)methyl]-2-pyrimidin-2-yl-2H-[1,2,4]triazol-3-yloxymethyl ester (Example 6f, 50 mg) was dissolved in ethyl acetate (5 mL), and a solution of methanesulfonic acid (0.0041 mL) in ethyl acetate (0.5 mL) was added dropwise thereto. The resulting mixture was stirred overnight at room temperature, and the precipitated solid was filter... Run in C(C)(=O)OCC (ethyl acetate), C(C)(=O)OCC (ethyl acetate). As a reaction SMILES: [C:1]([O:4][CH2:5][CH2:6][O:7][C:8]1[C:9]([F:56])=[C:10]([C@@H:16]([NH:39][C:40]2[CH:45]=[CH:44][C:43]([C:46]([NH2:55])=[N:47][C:48]([O:50][CH2:51][C:52]([CH3:54])=[CH2:53])=[O:49])=[CH:42][CH:41]=2)[C:17]2[N:18]=[C:19]([O:28][CH2:29][O:30][C:31](=[O:38])[C:32]([CH3:37])([CH3:36])[CH2:33][O:34][CH3:35])[N:20]([C:22]3[N:27]=[CH:26][CH:25]=[CH:24][N:23]=3)[N:21]=2)[CH:11]=[C:12]([O:14][CH3:15])[CH:13]=1)(=[O:3])[CH3:2].[CH3:57][S:58]([OH:61])(=[O:60])=[O:59]>C(OCC)(=O)C>[CH3:57][S:58]([OH:61])(=[O:60])=[O:59].[C:1]([O:4][CH2:5][CH2:6][O:7][C:8]1[C:9]([F:56])=[C:10]([C@@H:16]([NH:39][C:40]2[CH:41]=[CH:42][C:43]([C:46]([NH2:55])=[N:47][C:48]([O:50][CH2:51][C:52]([CH3:54])=[CH2:53])=[O:49])=[CH:44][CH:45]=2)[C:17]2[N:18]=[C:19]([O:28][CH2:29][O:30][C:31](=[O:38])[C:32]([CH3:37])([CH3:36])[CH2:33][O:34][CH3:35])[N:20]([C:22]3[N:27]=[CH:26][CH:25]=[CH:24][N:23]=3)[N:21]=2)[CH:11]=[C:12]([O:14][CH3:15])[CH:13]=1)(=[O:3])[CH3:2] |f:3.4|. Reactants: C(C)S (ethanethiol), C(CCCC)C1CCC(CC1)C1CCC(CC1)(O)CCCCCCC (4-pentyl-4'heptyl-4'-hydroxybicyclohexane), C(C)(=O)OC(C)=O (acetic anhydride), Cl(=O)(=O)(=O)O (perchloric acid), [Cl-].[Na+] (sodium chloride). Run in C(C)(=O)O (acetic acid), C(C)(=O)O (acetic acid). Run at time 24 hour. Product: C(CCCC)C1CCC(CC1)C1CCC(CC1)(SCC)CCCCCCC (4-Pentyl-4'-heptyl-4'-ethylthiobicyclohexane). RXN SMILES: [CH2:1]([SH:3])[CH3:2].[CH2:4]([CH:9]1[CH2:14][CH2:13][CH:12]([CH:15]2[CH2:20][CH2:19][C:18]([CH2:22][CH2:23][CH2:24][CH2:25][CH2:26][CH2:27][CH3:28])(O)[CH2:17][CH2:16]2)[CH2:11][CH2:10]1)[CH2:5][CH2:6][CH2:7][CH3:8].C(OC(=O)C)(=O)C.Cl(O)(=O)(=O)=O.[Cl-].[Na+]>C(O)(=O)C>[CH2:4]([CH:9]1[CH2:14][CH2:13][CH:12]([CH:15]2[CH2:20][CH2:19][C:18]([CH2:22][CH2:23][CH2:24][CH2:25][CH2:26][CH2:27][CH3:28])([S:3][CH2:1][CH3:2])[CH2:17][CH2:16]2)[CH2:11][CH2:10]1)[CH2:5][CH2:6][CH2:7][CH3:8] |f:4.5|. Procedure details: 7.2 g of ethanethiol and 35 g of 4-pentyl-4'heptyl-4'-hydroxybicyclohexane in 70 ml of glacial acetic acid are added dropwise to a mixture of 30 ml of glacial acetic acid, 11.1 g of acetic anhydride and 7 g of 72% aqueous perchloric acid solution at -20°. The mixture is stirred at room temperature for 24 hours, poured into 250 ml of saturated sodium chloride solution, extracted with petroleum ether and worked up in the customary manner. 4-Pentyl-4'-heptyl-4'-ethylthiobicyclohexane is obtained. The reactants are CC(C)(C)[Si](C)(C)Cl, Cl, O=C1CC(O)CN1, c1c[nH]cn1. Yields the product CC(C)(C)[Si](C)(C)OC1CNC(=O)C1. As a reaction SMILES: [C:6]([CH3:7])([CH3:8])([CH3:9])[Si:10]([CH3:11])([CH3:12])[Cl:13].[ClH:21].[OH:14][CH:15]1[CH2:16][C:17](=[O:20])[NH:18][CH2:19]1.[nH:1]1[cH:2][cH:3][n:4][cH:5]1>>[C:6]([CH3:7])([CH3:8])([CH3:9])[Si:10]([CH3:11])([CH3:12])[O:14][CH:15]1[CH2:16][C:17](=[O:20])[NH:18][CH2:19]1.